The task is: describe an organic reaction: reactants, conditions, products, and yield. This data is from the Open Reaction Database (ORD), a public repository of structured organic reaction records. Starting materials: CC(C)([O-])C.[K+] (potassium t-butoxide), ClCC[C@H]1N(C[C@@H](C1)O)C(=O)OCC ((2S,4R)-2-(2-chloroethyl)-1-ethoxycarbonyl-4-hydroxypyrrolidine), COC1=CC(=C(C=C1)O)CCC1=CC=CC=C1 (4-methoxy-2-(2-phenylethyl)phenol). Solvent: CN(C(C)=O)C (N,N-dimethylacetamide). Product: C(C)OC(=O)N1[C@@H](C[C@H](C1)O)CCOC1=C(C=C(C=C1)OC)CCC1=CC=CC=C1 ((2R,4R)-1-Ethoxycarbonyl-4-hydroxy-2-{2-[4-methoxy-2-(2-phenylethyl)phenoxy]ethyl}pyrrolidine). The yield is 24.0%. Reaction SMILES: [CH3:1][O:2][C:3]1[CH:8]=[CH:7][C:6]([OH:9])=[C:5]([CH2:10][CH2:11][C:12]2[CH:17]=[CH:16][CH:15]=[CH:14][CH:13]=2)[CH:4]=1.CC(C)([O-])C.[K+].Cl[CH2:25][CH2:26][C@@H:27]1[CH2:31][C@@H:30]([OH:32])[CH2:29][N:28]1[C:33]([O:35][CH2:36][CH3:37])=[O:34]>CN(C)C(=O)C>[CH2:36]([O:35][C:33]([N:28]1[CH2:29][C@H:30]([OH:32])[CH2:31][C@H:27]1[CH2:26][CH2:25][O:9][C:6]1[CH:7]=[CH:8][C:3]([O:2][CH3:1])=[CH:4][C:5]=1[CH2:10][CH2:11][C:12]1[CH:17]=[CH:16][CH:15]=[CH:14][CH:13]=1)=[O:34])[CH3:37] |f:1.2|. Procedure: 1130 mg of 4-methoxy-2-(2-phenylethyl)phenol were dissolved in 10 ml of N,N-dimethylacetamide, allowed to react with 610 mg of potassium t-butoxide and 1000 mg of (2S,4R)-2-(2-chloroethyl)-1-ethoxycarbonyl-4-hydroxypyrrolidine and extracted in the same manner as described in step (a) of Example 2. The resulting oily substance was purified by silica gel column chromatography, using a 1:2 by volume mixture of hexane and ethyl acetate as the eluent, to give 448 mg (yield 24%) of the title compound ... The reactants are NC1=C(C=C(C(=O)O)C=C1)C (4-amino-3-methylbenzoic acid), CO (methanol). Product: NC1=C(C=C(C(=O)OC)C=C1)C (methyl 4-amino-3-methylbenzoate). RXN SMILES: [NH2:1][C:2]1[CH:10]=[CH:9][C:5]([C:6]([OH:8])=[O:7])=[CH:4][C:3]=1[CH3:11].[CH3:12]O>>[NH2:1][C:2]1[CH:10]=[CH:9][C:5]([C:6]([O:8][CH3:12])=[O:7])=[CH:4][C:3]=1[CH3:11]. Procedure details: In a 300 mL three-necked, round-bottomed flask were dissolved 5.2 g (34.4 mmole) of 4-amino-3-methylbenzoic acid in 75 ml of anhydrous methanol. Anhydrous hydrogen chloride was bubbled into the flask for 3 to 5 minutes and the resulting solution was refluxed for 2 hours. The solvent was removed using a rotary evaporator, the resulting residue was introduced into a mixture of 200 ml of water and 100 ml of methylene chloride and the mixture was then separated into two phases. The aqueous layer was... Starting materials: BrC=1N=CC=2N(C1)N=C(C2)[Si](C)(C)C (6-bromo-2-trimethylsilanyl-pyrazolo[1,5-a]pyrazine), FC1=CC=C(C=C1)B(O)O (4-fluorophenylboronic acid), PdCl2dppf. Solvent: CC#N (CH3CN), C(=O)([O-])[O-].[Na+].[Na+] (Na2CO3). Reaction conditions: temperature 150 celsius. Product: FC1=CC=C(C=C1)C=1N=CC=2N(C1)N=CC2 (6-(4-Fluoro-phenyl)-pyrazolo[1,5-a]pyrazine). Isolated yield 28.5%. RXN SMILES: Br[C:2]1[N:3]=[CH:4][C:5]2[N:6]([N:8]=[C:9]([Si](C)(C)C)[CH:10]=2)[CH:7]=1.[F:15][C:16]1[CH:21]=[CH:20][C:19](B(O)O)=[CH:18][CH:17]=1>CC#N.C([O-])([O-])=O.[Na+].[Na+]>[F:15][C:16]1[CH:21]=[CH:20][C:19]([C:2]2[N:3]=[CH:4][C:5]3[N:6]([N:8]=[CH:9][CH:10]=3)[CH:7]=2)=[CH:18][CH:17]=1 |f:3.4.5|. Procedure details: A mixture of 6-bromo-2-trimethylsilanyl-pyrazolo[1,5-a]pyrazine (60 mg, 0.23 mmol), 4-fluorophenylboronic acid (40 mg, 0.29 mmol) and PdCl2dppf (10 mg, 0.014 mmol) in CH3CN (1 ml) and 2N Na2CO3 (aq, 1 ml) in a microwave vial was deoxygenated by bubbling N2 through for 20 seconds. The vial was sealed and then stirred and heated at 150° C. in the microwave for 20 minutes. After cooling the reaction mixture was partitioned between CH2Cl2/H2O. The mixture was passed through a phase separating cartri... Procedure details: 9.4 g of 4-(4-methyl-3-sulfamoylphenyl)-4-oxobutanoic acid are reacted analogously to the instructions indicated in Example 1 using 64 ml of absolute tetrahydrofurane, 6.7 ml of triethylamine, 4.7 ml of ethyl chloroformate and 90 ml of 40% strength aqueous methylamine solution to yield 5-hydroxyl-1-methyl-5-(4-methyl-3-sulfamoylphenyl)-2-oxopyrrolidine. The reactants are CC1=C(C=C(C=C1)C(CCC(=O)O)=O)S(N)(=O)=O (4-(4-methyl-3-sulfamoylphenyl)-4-oxobutanoic acid), CN (methylamine), O1CCCC1 (tetrahydrofurane), ClC(=O)OCC (ethyl chloroformate). RXN SMILES: [CH3:1][C:2]1[CH:7]=[CH:6][C:5]([C:8](=[O:14])[CH2:9][CH2:10][C:11](O)=[O:12])=[CH:4][C:3]=1[S:15](=[O:18])(=[O:17])[NH2:16].O1CCCC1.ClC(OCC)=O.[CH3:30][NH2:31]>C(N(CC)CC)C>[OH:14][C:8]1([C:5]2[CH:6]=[CH:7][C:2]([CH3:1])=[C:3]([S:15](=[O:18])(=[O:17])[NH2:16])[CH:4]=2)[N:31]([CH3:30])[C:11](=[O:12])[CH2:10][CH2:9]1. The solvent is C(C)N(CC)CC (triethylamine). Yields the product OC1(CCC(N1C)=O)C1=CC(=C(C=C1)C)S(N)(=O)=O (5-hydroxyl-1-methyl-5-(4-methyl-3-sulfamoylphenyl)-2-oxopyrrolidine). The reactants are O (water), C(CCC)(=O)C=1C=NC2=C(C=CC=C2C1NC1=C(C=CC=C1)C)O (3-Butyryl-4-(2-methylphenylamino)-8-hydroxyquinoline), CC(C)([O-])C.[K+] (potassium t-butoxide), Cl.CN(CCCl)C (2-dimethylaminoethyl chloride hydrochloride). The solvent is CN(C=O)C (dimethylformamide). Run at time 2 hour. Yields the product C(CCC)(=O)C=1C=NC2=C(C=CC=C2C1NC1=C(C=CC=C1)C)OCCN(C)C (3-butyryl-4-(2-methylphenylamino)-8-(2-dimethylaminoethoxy)quinoline). Yield: 25.5%. Reaction SMILES: [C:1]([C:6]1[CH:7]=[N:8][C:9]2[C:14]([C:15]=1[NH:16][C:17]1[CH:22]=[CH:21][CH:20]=[CH:19][C:18]=1[CH3:23])=[CH:13][CH:12]=[CH:11][C:10]=2[OH:24])(=[O:5])[CH2:2][CH2:3][CH3:4].CC(C)([O-])C.[K+].Cl.[CH3:32][N:33]([CH3:37])[CH2:34][CH2:35]Cl.O>CN(C)C=O>[C:1]([C:6]1[CH:7]=[N:8][C:9]2[C:14]([C:15]=1[NH:16][C:17]1[CH:22]=[CH:21][CH:20]=[CH:19][C:18]=1[CH3:23])=[CH:13][CH:12]=[CH:11][C:10]=2[O:24][CH2:35][CH2:34][N:33]([CH3:37])[CH3:32])(=[O:5])[CH2:2][CH2:3][CH3:4] |f:1.2,3.4|. Reported procedure: 3-Butyryl-4-(2-methylphenylamino)-8-hydroxyquinoline (3.2 g, 10 mmol) and potassium t-butoxide (5.0 g, 40 mmol) were stirred in dry dimethylformamide at 80° and 2-dimethylaminoethyl chloride hydrochloride (2.9 g, 20 mmol) added. The mixture was stirred for 2 hours, poured into water and extracted with ether. The extracts were dried and evaporated. Chromatography (silica gel, 3-5% methanolic ammonia in dichloromethane) and recrystallisation from ether gave 3-butyryl-4-(2-methylphenylamino)-8-(2-d... The reactants are [N+](=O)([O-])C1=CC=C(C=C1)C(C(=O)O)C (2-(4-nitrophenyl)propionic acid), Cl.C(C)O (hydrochloric acid ethanol). Product: [N+](=O)([O-])C1=CC=C(C=C1)C(C(=O)OCC)C (ethyl 2-(4-nitrophenyl)propionate). As a reaction SMILES: [N+:1]([C:4]1[CH:9]=[CH:8][C:7]([CH:10]([CH3:14])[C:11]([OH:13])=[O:12])=[CH:6][CH:5]=1)([O-:3])=[O:2].Cl.[CH2:16](O)[CH3:17]>>[N+:1]([C:4]1[CH:5]=[CH:6][C:7]([CH:10]([CH3:14])[C:11]([O:13][CH2:16][CH3:17])=[O:12])=[CH:8][CH:9]=1)([O-:3])=[O:2] |f:1.2|. Procedure: 23.3 g of the crude 2-(4-nitrophenyl)propionic acid was dissolved in 100 ml of 22% hydrochloric acid-ethanol solution, and the solution was refluxed on an oil bath for two hours. After ethanol was distilled off under reduced pressure, the residue was neutralized with a saturated solution of sodium bicarbonate and extracted with ethyl acetate. The ethyl acetate layer was washed with a saturated solution of sodium chloride and dried over anhydrous sodium sulfate. After distilling off ethyl acetate... Reactants: OC1=C(C=CC=C1)C(CCCCSCCCCC(C1=C(C=CC=C1)O)C(=O)O)C(=O)O (2-Hydroxyphenyl-5-carboxypentyl sulfide), CC(=O)OC(=O)C (Ac2O), CCOC(=O)C (EtOAc). The product is C(C)(=O)OC1=C(C=CC=C1)C(CCCCSCCCCC(C1=C(C=CC=C1)OC(C)=O)C(=O)O)C(=O)O (2-Acetoxyphenyl-5-carboxypentyl sulfide), solid. Isolated yield 87.0%. As a reaction SMILES: [OH:1][C:2]1[CH:7]=[CH:6][CH:5]=[CH:4][C:3]=1[CH:8]([C:29]([OH:31])=[O:30])[CH2:9][CH2:10][CH2:11][CH2:12][S:13][CH2:14][CH2:15][CH2:16][CH2:17][CH:18]([C:26]([OH:28])=[O:27])[C:19]1[CH:24]=[CH:23][CH:22]=[CH:21][C:20]=1[OH:25].[CH3:32][C:33](OC(C)=O)=[O:34].[CH3:39][CH2:40][O:41]C(C)=O>>[C:33]([O:1][C:2]1[CH:7]=[CH:6][CH:5]=[CH:4][C:3]=1[CH:8]([C:29]([OH:31])=[O:30])[CH2:9][CH2:10][CH2:11][CH2:12][S:13][CH2:14][CH2:15][CH2:16][CH2:17][CH:18]([C:26]([OH:28])=[O:27])[C:19]1[CH:24]=[CH:23][CH:22]=[CH:21][C:20]=1[O:25][C:40](=[O:41])[CH3:39])(=[O:34])[CH3:32]. Procedure: 2-Acetoxyphenyl-5-carboxypentyl sulfide (140) was prepared by the acetylation of 135 with Ac2O (FIG. 2Q). The title compound was obtained as a white solid (0.82 g, 87%) upon purification by chromatography on silica gel (EtOAc:hexanes, 20:80, then 40:60). 1H NMR (CDCl3) δ7.35-7.38 (m, 1 H, ArH), 7.19-7.23 (m, 2 H, ArH), 7.03-7.06 (m, 1 H, ArH), 2.85-2.89 (t, 2 H, J=7.1 Hz, CH2), 2.33-2.38 (t merged with a s, 5 H, J=7.2 Hz, CH2 and CH3), 1.60-1.70 (m, 4 H, CH2), 1.44-1.52 (m, 2 H, CH2).